Dataset: the Open Reaction Database (ORD), a public repository of structured organic reaction records. Task: describe an organic reaction: reactants, conditions, products, and yield The reactants are N,N'-carbonyldiimidazole, O=C1CCC2=CC(=CC=C12)CC(=O)O ((1-oxoindan-5-yl)acetic acid), CN (monomethylamine). Run in O1CCCC1 (tetrahydrofuran). Run at temperature 0 celsius, time 1 hour. The product is CNC(CC=1C=C2CCC(C2=CC1)=O)=O (N-methyl(1-oxoindan-5-yl)acetamide). Reaction SMILES: [O:1]=[C:2]1[C:10]2[C:5](=[CH:6][C:7]([CH2:11][C:12]([OH:14])=O)=[CH:8][CH:9]=2)[CH2:4][CH2:3]1.[CH3:15][NH2:16]>O1CCCC1>[CH3:15][NH:16][C:12](=[O:14])[CH2:11][C:7]1[CH:6]=[C:5]2[C:10](=[CH:9][CH:8]=1)[C:2](=[O:1])[CH2:3][CH2:4]2. Reported procedure: N-Methyl(1-oxoindan-5-yl)acetamide can be obtained in the following way: 16 g of N,N'-carbonyldiimidazole are added portionwise to a solution of 12.5 g of (1-oxoindan-5-yl)acetic acid in 250 ml of tetrahydrofuran maintained at 0° C. After reacting for 1 hour at a temperature in the region of 20° C., the solution is cooled to -10° C. and a stream of monomethylamine is passed into the mixture for 5 minutes. After returning to a temperature in the region of 20° C., the reaction mixture is evaporate... The reactants are O (water), COCC1=CC(=CC=C1)C(F)(F)F (1-(methoxymethyl)-3-(trifluoromethyl)benzene), CN(C=O)C (N,N-dimethylformamide), C(CCC)[Li] (n-butyl lithium). Run in C(C)OCC (diethyl ether). Conditions: time 3 hour. Yields the product COCC1(C=O)CC(=CC=C1)C(F)(F)F (1-(methoxymethyl)-3-(trifluoromethyl)benzaldehyde). Reaction SMILES: [CH3:1][O:2][CH2:3][C:4]1[CH:9]=[CH:8][CH:7]=[C:6]([C:10]([F:13])([F:12])[F:11])[CH:5]=1.C([Li])CCC.CN(C)[CH:21]=[O:22].O>C(OCC)C>[CH3:1][O:2][CH2:3][C:4]1([CH:9]=[CH:8][CH:7]=[C:6]([C:10]([F:11])([F:12])[F:13])[CH2:5]1)[CH:21]=[O:22]. Reported procedure: 7.0 g of 1-(methoxymethyl)-3-(trifluoromethyl)benzene was dissolved in 300 ml anhydrous diethyl ether, and 19 ml n-butyl lithium (2.5 M solution in hexane) was added dropwise at −78° C. The reaction mixture was stirred at room temperature for 3 hours and cooled again at −78° C., and 10 ml N,N-dimethylformamide was added. The reaction solution was returned to room temperature, poured into water, extracted with ethyl acetate. The extract was washed with brine, dried over anhydrous magnesium sulfat... Reactants: C(C(=O)Cl)(=O)Cl (oxalyl chloride), COC=1C=C2C(=C(NC2=CC1OC)C(=O)O)C1=CC(=C(C=C1)OC)OC (5,6-dimethoxy-3-(3,4-dimethoxyphenyl)indole-2-carboxylic acid), O1CCCC1 (tetrahydrofuran). The reagents and catalysts are CN(C=O)C (N,N-Dimethylformamide). Product: COC=1C=C2C(=C(NC2=CC1OC)C(=O)OC(C)(C)C)C1=CC(=C(C=C1)OC)OC (tert-butyl 5,6-dimethoxy-3-(3,4-dimethoxyphenyl)indole-2-carboxylate). Yield: 70.0%. Reaction SMILES: [C:1](Cl)(=O)C(Cl)=O.[CH3:7][O:8][C:9]1[CH:10]=[C:11]2[C:15](=[CH:16][C:17]=1[O:18][CH3:19])[NH:14][C:13]([C:20]([OH:22])=[O:21])=[C:12]2[C:23]1[CH:28]=[CH:27][C:26]([O:29][CH3:30])=[C:25]([O:31][CH3:32])[CH:24]=1.O1[CH2:37][CH2:36][CH2:35]C1>CN(C)C=O>[CH3:7][O:8][C:9]1[CH:10]=[C:11]2[C:15](=[CH:16][C:17]=1[O:18][CH3:19])[NH:14][C:13]([C:20]([O:22][C:36]([CH3:35])([CH3:37])[CH3:1])=[O:21])=[C:12]2[C:23]1[CH:28]=[CH:27][C:26]([O:29][CH3:30])=[C:25]([O:31][CH3:32])[CH:24]=1. Procedure details: N,N-Dimethylformamide (3 drops) and oxalyl chloride (0.59 ml) were added to a solution of 5,6-dimethoxy-3-(3,4-dimethoxyphenyl)indole-2-carboxylic acid (2.0 g) in tetrahydrofuran (50 ml). The mixture was stirred for an hour at room temperature and concentrated under reduced pressure. The residue was dissolved in benzene (20 ml). This benzene solution was added to a solution of tert-butanol (0.79 ml) and N,N-dimethylaniline (0.85 ml) in benzene (30 ml), followed by stirring overnight at room temp... The reactants are ClC=1C=NC=C(C1SC1=C(C=C(S1)C(=O)Cl)[N+](=O)[O-])Cl (5-[(3,5-dichloro-4-pyridyl)sulfanyl]-4-nitro-thiophene-2-carbonyl chloride), COC1=CC=C(C=C1)N (p-anisidine). Yields the product ClC=1C=NC=C(C1SC1=C(C=C(S1)C(=O)NC1=CC=C(C=C1)OC)[N+](=O)[O-])Cl (5-((3,5-dichloropyridin-4-yl)thio)-N-(4-methoxyphenyl)-4-nitrothiophene-2-carboxamide), solid. Yield: 23.0%. As a reaction SMILES: [Cl:1][C:2]1[CH:3]=[N:4][CH:5]=[C:6]([Cl:20])[C:7]=1[S:8][C:9]1[S:13][C:12]([C:14](Cl)=[O:15])=[CH:11][C:10]=1[N+:17]([O-:19])=[O:18].[CH3:21][O:22][C:23]1[CH:28]=[CH:27][C:26]([NH2:29])=[CH:25][CH:24]=1>>[Cl:1][C:2]1[CH:3]=[N:4][CH:5]=[C:6]([Cl:20])[C:7]=1[S:8][C:9]1[S:13][C:12]([C:14]([NH:29][C:26]2[CH:27]=[CH:28][C:23]([O:22][CH3:21])=[CH:24][CH:25]=2)=[O:15])=[CH:11][C:10]=1[N+:17]([O-:19])=[O:18]. Procedure: Prepared according to the procedure described for example 50 from 5-[(3,5-dichloro-4-pyridyl)sulfanyl]-4-nitro-thiophene-2-carbonyl chloride (120 mg, 0.33 mmol) and p-anisidine (60 mg, 0.39 mmol). The title compound was obtained as a solid (42 mg, 23% yield). 1H NMR (400 MHz, d6-DMSO) δ: 10.43 (1H, s), 9.00 (2H, s), 8.67 (1H, s), 7.56 (2H, m), 6.94 (2H, m), 3.73 (3H, s). MS m/z: 454.08, 456.02 [M+H]+. Starting materials: C(C1=CC=CC=C1)OC1=CC=C(C=C1)OCCOC (1-benzyloxy-4-(2-methoxyethoxy)benzene), BrBr (Bromine), C(C1=CC=CC=C1)OC1=CC=C(C=C1)O (4-benzyloxyphenol), COCCCl (2-chloroethyl methyl ether), BrC1=C(C=CC(=C1)OCCOC)O (2-bromo-4-(2-methoxyethoxy)phenol), C([O-])([O-])=O.[K+].[K+] (potassium carbonate), C(C1=CC=CC=C1)Br (benzyl bromide), COCCOC1=CC=C(C=C1)O (4-(2-methoxyethoxy)phenol), C(C1=CC=CC=C1)OC1=C(C=C(C=C1)OCCOC)Br (1-benzyloxy-2-bromo-4-(2-methoxyethoxy)benzene), cuprous cyanide, CN(C=O)C (dimethylformamide). Reagents/catalysts: [Pd] (palladium on charcoal). The solvent is C(Cl)(Cl)Cl (chloroform), CC(=O)C (acetone), CO (methanol). Run at time 2 hour. The product is N1CCCCC1 (piperidine), O1C(COC2=C(C#N)C=C(C=C2)OCCOC)C1 (2-(2,3-epoxypropoxy)-5-(2-methoxyethoxy)benzonitrile). RXN SMILES: BrBr.[CH3:3][O:4][CH2:5][CH2:6][O:7][C:8]1[CH:13]=[CH:12][C:11]([OH:14])=[CH:10][CH:9]=1.[CH2:15]([O:22][C:23]1C=CC(O)=CC=1)[C:16]1C=CC=CC=1.COCCCl.C(OC1C=CC(OCCOC)=CC=1)C1C=CC=CC=1.BrC1C=C(OCCOC)C=CC=1O.C(=O)([O-])[O-].[K+].[K+].C(Br)C1C=CC=CC=1.C(OC1C=CC(OCCOC)=CC=1Br)C1C=CC=CC=1.[CH3:101][N:102](C)C=O>C(Cl)(Cl)Cl.[Pd].CO.CC(C)=O>[NH:102]1[CH2:12][CH2:11][CH2:10][CH2:9][CH2:8]1.[O:4]1[CH2:3][CH:5]1[CH2:6][O:7][C:8]1[CH:13]=[CH:12][C:11]([O:14][CH2:16][CH2:15][O:22][CH3:23])=[CH:10][C:9]=1[C:101]#[N:102] |f:6.7.8|. Reported procedure: Bromine dissolved in chloroform is added at 0° to a solution of 4-(2-methoxyethoxy)phenol (M.P. 98°-99°) [prepared by reacting 4-benzyloxyphenol with 2-chloroethyl methyl ether and debenzylating the resultant 1-benzyloxy-4-(2-methoxyethoxy)benzene (M.P. 41°-43°) by hydrogenation with palladium on charcoal] in methanol and the mixture stirred for 2 hours. After chromatography over silicagel, the resultant 2-bromo-4-(2-methoxyethoxy)phenol (oil) is reacted for 60 hours with a mixture of potassium ... Starting materials: [Na] (sodium), C(C1=CC=CC=C1)O (benzylalcohol), ClC=1N=NC(=CC1)SCC=C (3-chloro-6-allylthiopyridazine). Conditions: temperature 80 celsius, time 2 hour. Yields the product C(C1=CC=CC=C1)OC=1N=NC(=CC1)SCC=C (3-benzyloxy-6-allylthiopyridazine). RXN SMILES: [Na].Cl[C:3]1[N:4]=[N:5][C:6]([S:9][CH2:10][CH:11]=[CH2:12])=[CH:7][CH:8]=1.[CH2:13]([OH:20])[C:14]1[CH:19]=[CH:18][CH:17]=[CH:16][CH:15]=1>>[CH2:13]([O:20][C:3]1[N:4]=[N:5][C:6]([S:9][CH2:10][CH:11]=[CH2:12])=[CH:7][CH:8]=1)[C:14]1[CH:19]=[CH:18][CH:17]=[CH:16][CH:15]=1 |^1:0|. Reported procedure: 0.11 g(0.005 mol) of metallic sodium was dissolved in 20 ml of dry benzylalcohol. To the resulting solution was added 0.93 g(0.005 mol) of 3-chloro-6-allylthiopyridazine and then the reaction solution was stirred for 2 hours at 80±5° C. To remove the excessive benzylalcohol and the insoluble material (NaCl), the reaction mixture was purified with silica gel column chromatography (eluent: n-hexane/ethyl acetate=40/1, v/v) to obtain the title compound as a needle crystal.